This data is from the Open Reaction Database (ORD), a public repository of structured organic reaction records. The task is: describe an organic reaction: reactants, conditions, products, and yield The reactants are C(C)(C)(C)OC(=O)C12CC3(CC(CC(C1)C3)C2)C(C)(C)O (3-(1-hydroxy-1-methylethyl)adamantane-1-carboxylic acid t-butyl ester), aqueous solution, S(O)(O)(=O)=O (sulfuric acid), ClC(C)Cl (dichloroethane), C(C(=C)C)(=O)Cl (methacrylic acid chloride). Solvent: N1=CC=CC=C1 (pyridine). Conditions: temperature 60 celsius, time 2 hour. Product: C(C)(C)(C)OC(=O)C12CC3(CC(CC(C1)C3)C2)C(C)(C)OC(C(=C)C)=O (3-(1-methacryloyloxy-1-methylethyl)adamantane-1-carboxylic acid t-butyl ester). Isolated yield 40.6%. Reaction SMILES: [C:1]([O:5][C:6]([C:8]12[CH2:17][CH:12]3[CH2:13][CH:14]([CH2:16][C:10]([C:18]([OH:21])([CH3:20])[CH3:19])([CH2:11]3)[CH2:9]1)[CH2:15]2)=[O:7])([CH3:4])([CH3:3])[CH3:2].ClC(Cl)C.[C:26](Cl)(=[O:30])[C:27]([CH3:29])=[CH2:28].S(=O)(=O)(O)O>N1C=CC=CC=1>[C:1]([O:5][C:6]([C:8]12[CH2:17][CH:12]3[CH2:13][CH:14]([CH2:16][C:10]([C:18]([O:21][C:26](=[O:30])[C:27]([CH3:29])=[CH2:28])([CH3:20])[CH3:19])([CH2:11]3)[CH2:9]1)[CH2:15]2)=[O:7])([CH3:4])([CH3:2])[CH3:3]. Procedure details: In a flask equipped with a stirrer, a thermometer, a dropping funnel, and a Dimroth condenser, 50 g of 3-(1-hydroxy-1-methylethyl)adamantane-1-carboxylic acid t-butyl ester, 200 mL of dichloroethane, and 80 g of pyridine were put, and 71.7 g of methacrylic acid chloride was dropped thereto at 60° C. over 2 hours. After the dropping was completed, the resultant substance was stirred at 60° C. for another 8 hours. Then, the resultant substance was neutralized with 320 g of 10% aqueous solution of ... Reaction SMILES: [CH3:1][C:2]1[CH:6]=[C:5]([CH:7]=O)[O:4][N:3]=1.[CH3:9][NH2:10].[C:11]1(=[O:17])[O:16][C:14](=[O:15])[CH2:13][CH2:12]1>>[CH3:1][C:2]1[CH:6]=[C:5]([CH:7]2[CH:13]([C:14]([OH:16])=[O:15])[CH2:12][C:11](=[O:17])[N:10]2[CH3:9])[O:4][N:3]=1. Starting materials: CC1=NOC(=C1)C=O (3-Methyl-5-formyl-isoxazole), CN (methylamine), C1(CCC(=O)O1)=O (succinic anhydride). Product: CC1=NOC(=C1)C1N(C(CC1C(=O)O)=O)C (3-methyl-5-(1-methyl-3-carboxy-5-oxo-2-pyrrolidinyl)-isoxazole). Procedure details: 3-Methyl-5-formyl-isoxazole (prepared following the procedure of Tetrahedron Lett., (32), 2961-4, 1979) is reacted with methylamine and succinic anhydride to provide 3-methyl-5-(1-methyl-3-carboxy-5-oxo-2-pyrrolidinyl)-isoxazole. This acid is converted to the ester and then selectively reduced with sodium borohydride to give the corresponding alcohol, which is reacted with methanesulfonyl chloride. The resulting mesylate is converted to the fluoromethyl isoxazole by treatment with tetrabutylammo... The reactants are ClC=1C(=CC2=C(CC(NN=C2C2=CC=C(C=C2)[N+](=O)[O-])C)C1)Cl (7,8-Dichloro-4-methyl-1-(4-nitrophenyl)-4,5-dihydro-3H-2,3-benzodiazepine), CN=C=O (methyl isocyanate). Product: ClC=1C(=CC2=C(CC(N(N=C2C2=CC=C(C=C2)[N+](=O)[O-])C(NC)=O)C)C1)Cl (7,8-Dichloro-4-methyl-3-methylcarbamoyl-1-(4-nitrophenyl)-4,5-dihydro-3H-2,3-benzodiazepine). The yield is 97.0%. As a reaction SMILES: [Cl:1][C:2]1[C:3]([Cl:23])=[CH:4][C:5]2[C:11]([C:12]3[CH:17]=[CH:16][C:15]([N+:18]([O-:20])=[O:19])=[CH:14][CH:13]=3)=[N:10][NH:9][CH:8]([CH3:21])[CH2:7][C:6]=2[CH:22]=1.[CH3:24][N:25]=[C:26]=[O:27]>>[Cl:1][C:2]1[C:3]([Cl:23])=[CH:4][C:5]2[C:11]([C:12]3[CH:17]=[CH:16][C:15]([N+:18]([O-:20])=[O:19])=[CH:14][CH:13]=3)=[N:10][N:9]([C:26](=[O:27])[NH:25][CH3:24])[CH:8]([CH3:21])[CH2:7][C:6]=2[CH:22]=1. Procedure: 0.33 g (0.94 mmoles) of 7,8-dichloro-4-methyl-1-(4-nitrophenyl)-4,5-dihydro-3H-2,3-benzodiazepine obtained in Example 9, Step C are reacted with methyl isocyanate according to Example 3. The crude product is purified by suspending it in hot ethanol. Thus, 0.37 g (97%) of the title compound are obtained. M.p.: 221°-223° C.